Dataset: the Open Reaction Database (ORD), a public repository of structured organic reaction records. Task: describe an organic reaction: reactants, conditions, products, and yield The reactants are [OH-].[Na+] (Sodium hydroxide), BrC=1C=C2CCCN(C2=CC1)C1=C(C=C2C=CC(=CC2=C1)C(=O)OC)C1=CC=C(C=C1)F (methyl 7-(6-bromo-1,2,3,4-tetrahydroquinolin-1-yl)-6-(4-fluorophenyl)naphthalene-2-carboxylate). Run in CO (methanol), O (water). Run at time 8 hour. The product is BrC=1C=C2CCCN(C2=CC1)C1=C(C=C2C=CC(=CC2=C1)C(=O)O)C1=CC=C(C=C1)F (7-(6-bromo-1,2,3,4-tetrahydroquinolin-1-yl)-6-(4-fluorophenyl)naphthalene-2-carboxylic acid). The yield is 70.0%. Reaction SMILES: [OH-].[Na+].[Br:3][C:4]1[CH:5]=[C:6]2[C:11](=[CH:12][CH:13]=1)[N:10]([C:14]1[CH:23]=[C:22]3[C:17]([CH:18]=[CH:19][C:20]([C:24]([O:26]C)=[O:25])=[CH:21]3)=[CH:16][C:15]=1[C:28]1[CH:33]=[CH:32][C:31]([F:34])=[CH:30][CH:29]=1)[CH2:9][CH2:8][CH2:7]2>CO.O>[Br:3][C:4]1[CH:5]=[C:6]2[C:11](=[CH:12][CH:13]=1)[N:10]([C:14]1[CH:23]=[C:22]3[C:17]([CH:18]=[CH:19][C:20]([C:24]([OH:26])=[O:25])=[CH:21]3)=[CH:16][C:15]=1[C:28]1[CH:29]=[CH:30][C:31]([F:34])=[CH:32][CH:33]=1)[CH2:9][CH2:8][CH2:7]2 |f:0.1|. Procedure: Sodium hydroxide (39 mg, 0.97 mmol) was added to a solution of methyl 7-(6-bromo-1,2,3,4-tetrahydroquinolin-1-yl)-6-(4-fluorophenyl)naphthalene-2-carboxylate (120 mg, 0.24 mmol) in methanol (30 ml) and water (2 ml). The resulting solution was stirred overnight at room temperature and concentrated in vacuo. The residue was dissolved in water (20 ml) and adjusted to pH 4 with hydrochloric acid (3 N) to give the precipitation, which was collected by filtration to afford 7-(6-bromo-1,2,3,4-tetrahydr... Reactants: BrB(Br)Br, COc1ccccc1-c1nc(Cl)c2cc(F)ccc2n1, ClCCl. Product: Oc1ccccc1-c1nc(Cl)c2cc(F)ccc2n1. Reaction SMILES: [B:21]([Br:22])([Br:23])[Br:24].[Cl:1][c:2]1[n:3][c:4](-[c:13]2[c:14]([O:19][CH3:20])[cH:15][cH:16][cH:17][cH:18]2)[n:5][c:6]2[cH:7][cH:8][c:9]([F:12])[cH:10][c:11]12.[Cl:25][CH2:26][Cl:27]>>[Cl:1][c:2]1[n:3][c:4](-[c:13]2[c:14]([OH:19])[cH:15][cH:16][cH:17][cH:18]2)[n:5][c:6]2[cH:7][cH:8][c:9]([F:12])[cH:10][c:11]12. The reactants are CCOC(=O)C (EtOAc), CS(=O)(=O)Cl (methanesulphonyl chloride), FC(C1=NC2=C(N1C1=NC(=NC(=N1)N1CCOCC1)N1CCNCC1)C=CC=C2OCCCN(C)C)F (N-[3-({2-(difluoromethyl)-1-[4-(4-morpholinyl)-6-(1-piperazinyl)-1,3,5-triazin-2-yl]-1H-benzimidazol-4-yl}oxy)propyl]-N,N-dimethylamine), C(=O)([O-])[O-].[K+].[K+] (K2CO3). Solvent: C(Cl)Cl (CH2Cl2), O (water). Conditions: temperature 0 celsius. Yields the product FC(C1=NC2=C(N1C1=NC(=NC(=N1)N1CCN(CC1)S(=O)(=O)C)N1CCOCC1)C=CC=C2OCCCN(C)C)F (N-[3-({2-(difluoromethyl)-1-[4-[4-(methylsulfonyl)-1-piperazinyl]-6-(4-morpholinyl)-1,3,5-triazin-2-yl]-1H-benzimidazol-4-yl}oxy)propyl]-N,N-dimethylamine). The yield is 58.9%. As a reaction SMILES: [F:1][CH:2]([F:37])[C:3]1[N:7]([C:8]2[N:13]=[C:12]([N:14]3[CH2:19][CH2:18][O:17][CH2:16][CH2:15]3)[N:11]=[C:10]([N:20]3[CH2:25][CH2:24][NH:23][CH2:22][CH2:21]3)[N:9]=2)[C:6]2[CH:26]=[CH:27][CH:28]=[C:29]([O:30][CH2:31][CH2:32][CH2:33][N:34]([CH3:36])[CH3:35])[C:5]=2[N:4]=1.C([O-])([O-])=O.[K+].[K+].[CH3:44][S:45](Cl)(=[O:47])=[O:46].CCOC(C)=O>C(Cl)Cl.O>[F:37][CH:2]([F:1])[C:3]1[N:7]([C:8]2[N:9]=[C:10]([N:20]3[CH2:25][CH2:24][N:23]([S:45]([CH3:44])(=[O:47])=[O:46])[CH2:22][CH2:21]3)[N:11]=[C:12]([N:14]3[CH2:15][CH2:16][O:17][CH2:18][CH2:19]3)[N:13]=2)[C:6]2[CH:26]=[CH:27][CH:28]=[C:29]([O:30][CH2:31][CH2:32][CH2:33][N:34]([CH3:36])[CH3:35])[C:5]=2[N:4]=1 |f:1.2.3|. Reported procedure: A stirred mixture of 297 mg (0.57 mmol) of N-[3-({2-(difluoromethyl)-1-[4-(4-morpholinyl)-6-(1-piperazinyl)-1,3,5-triazin-2-yl]-1H-benzimidazol-4-yl}oxy)propyl]-N,N-dimethylamine and 1 g of powdered K2CO3 in CH2Cl2 was cooled to 0° C. and 0.4 g of methanesulphonyl chloride was added. The mixture was allowed to warm to room temperature, and after 2 hrs it was diluted with water and the organic layer was separated and dried. Chromatography on alumina, eluting first with CH2Cl2/EtOAc (1:1) and then... Starting materials: CC(NC(=O)OC(C)(C)C)c1ccc(Br)cc1, CN1CCNCC1, COCCOC, CCOC(C)=O, [K+], [K+], [K+], O=C(C=Cc1ccccc1)C=Cc1ccccc1, O=C(C=Cc1ccccc1)C=Cc1ccccc1, O=C(C=Cc1ccccc1)C=Cc1ccccc1, O=P([O-])([O-])[O-], [Pd], [Pd], c1ccc(P(c2ccccc2)c2ccc3ccccc3c2-c2c(P(c3ccccc3)c3ccccc3)ccc3ccccc23)cc1. Yields the product CC(NC(=O)OC(C)(C)C)c1ccc(N2CCN(C)CC2)cc1. Reaction SMILES: [Br:1][c:2]1[cH:3][cH:4][c:5]([CH:8]([CH3:9])[NH:10][C:11]([O:12][C:13]([CH3:14])([CH3:15])[CH3:16])=[O:17])[cH:6][cH:7]1.[CH3:18][N:19]1[CH2:20][CH2:21][NH:22][CH2:23][CH2:24]1.[CH3:79][O:80][CH2:81][CH2:82][O:83][CH3:84].[CH3:85][CH2:86][O:87][C:88](=[O:89])[CH3:90].[K+:76].[K+:77].[K+:78].[O:111]=[C:112]([CH:113]=[CH:114][c:115]1[cH:116][cH:117][cH:118][cH:119][cH:120]1)[CH:121]=[CH:122][c:123]1[cH:124][cH:125][cH:126][cH:127][cH:128]1.[O:129]=[C:130]([CH:131]=[CH:132][c:133]1[cH:134][cH:135][cH:136][cH:137][cH:138]1)[CH:139]=[CH:140][c:141]1[cH:142][cH:143][cH:144][cH:145][cH:146]1.[O:93]=[C:94]([CH:95]=[CH:96][c:97]1[cH:98][cH:99][cH:100][cH:101][cH:102]1)[CH:103]=[CH:104][c:105]1[cH:106][cH:107][cH:108][cH:109][cH:110]1.[P:71]([O-:72])([O-:73])([O-:74])=[O:75].[Pd:91].[Pd:92].[cH:25]1[cH:26][cH:27][c:28]([P:29]([c:30]2[cH:31][cH:32][c:33]3[c:34]([cH:35][cH:36][cH:37][cH:38]3)[c:39]2-[c:40]2[c:41]3[c:42]([cH:43][cH:44][cH:45][cH:46]3)[cH:47][cH:48][c:49]2[P:50]([c:51]2[cH:52][cH:53][cH:54][cH:55][cH:56]2)[c:57]2[cH:58][cH:59][cH:60][cH:61][cH:62]2)[c:63]2[cH:64][cH:65][cH:66][cH:67][cH:68]2)[cH:69][cH:70]1>>[c:2]1([N:22]2[CH2:21][CH2:20][N:19]([CH3:18])[CH2:24][CH2:23]2)[cH:3][cH:4][c:5]([CH:8]([CH3:9])[NH:10][C:11]([O:12][C:13]([CH3:14])([CH3:15])[CH3:16])=[O:17])[cH:6][cH:7]1. Starting materials: CC(=O)OCC(F)=CC1(c2ccc(C(F)(F)F)cc2F)CC1, Fc1ccc(Br)cc1Oc1ccccc1, [Mg], C1CCOC1. The product is FC(=CC1(c2ccc(C(F)(F)F)cc2F)CC1)Cc1ccc(F)c(Oc2ccccc2)c1. As a reaction SMILES: [C:17]([O:18][CH2:21][C:22](=[CH:23][C:24]1([c:27]2[c:28]([F:37])[cH:29][c:30]([C:33]([F:34])([F:35])[F:36])[cH:31][cH:32]2)[CH2:25][CH2:26]1)[F:38])(=[O:19])[CH3:20].[F:1][c:2]1[c:3]([O:9][c:10]2[cH:11][cH:12][cH:13][cH:14][cH:15]2)[cH:4][c:5]([Br:8])[cH:6][cH:7]1.[Mg:16].[O:39]1[CH2:40][CH2:41][CH2:42][CH2:43]1>>[F:1][c:2]1[c:3]([O:9][c:10]2[cH:11][cH:12][cH:13][cH:14][cH:15]2)[cH:4][c:5]([CH2:21][C:22](=[CH:23][C:24]2([c:27]3[c:28]([F:37])[cH:29][c:30]([C:33]([F:34])([F:35])[F:36])[cH:31][cH:32]3)[CH2:25][CH2:26]2)[F:38])[cH:6][cH:7]1.